From a dataset of the Open Reaction Database (ORD), a public repository of structured organic reaction records. describe an organic reaction: reactants, conditions, products, and yield Starting materials: N1=C(NC2=C1C=CC=C2)NC(=O)OC (methyl 2-benzimidazolecarbamate), C1CN2CCN1CC2 (triethylenediamine), N(=C=O)C1CC(CC(C1)(C)CN=C=O)(C)C (5-isocyanato-1-(isocyanatomethyl)-1,3,3-trimethylcyclohexane). Solvent: C(Cl)(Cl)Cl (chloroform). Reaction conditions: time 8 hour. Yields the product COC(=O)NC1=NC2=C(N1C(=O)NC1CC(CC(C1)(C)CNC(=O)N1C(=NC3=C1C=CC=C3)NC(=O)OC)(C)C)C=CC=C2 (Methyl 1-{5-[2-(methoxycarbonylamino)-1-benzimidazolylcarbonylamino]-1,3,3-trimethylcyclohexylmethylcarbamoyl}-2-benzimidazolecarbamate). RXN SMILES: [N:1]1[C:5]2[CH:6]=[CH:7][CH:8]=[CH:9][C:4]=2[NH:3][C:2]=1[NH:10][C:11]([O:13][CH3:14])=[O:12].[CH2:15]1[N:20]2[CH2:21][CH2:22][N:17](CC2)C1.[N:23]([CH:26]1[CH2:31][C:30]([CH2:33][N:34]=[C:35]=[O:36])([CH3:32])[CH2:29][C:28]([CH3:38])([CH3:37])[CH2:27]1)=[C:24]=[O:25]>C(Cl)(Cl)Cl>[CH3:14][O:13][C:11]([NH:10][C:2]1[N:3]([C:24]([NH:23][CH:26]2[CH2:31][C:30]([CH2:33][NH:34][C:35]([N:17]3[C:22]4[CH:9]=[CH:4][CH:5]=[CH:6][C:21]=4[N:20]=[C:15]3[NH:10][C:11]([O:13][CH3:14])=[O:12])=[O:36])([CH3:32])[CH2:29][C:28]([CH3:38])([CH3:37])[CH2:27]2)=[O:25])[C:4]2[CH:9]=[CH:8][CH:7]=[CH:6][C:5]=2[N:1]=1)=[O:12]. Reported procedure: To a stirred mixture of methyl 2-benzimidazolecarbamate (19.1 parts) and triethylenediamine (0.1 part) in chloroform (300 parts) was slowly added 5-isocyanato-1-(isocyanatomethyl)-1,3,3-trimethylcyclohexane (11.1 parts). The reaction mixture was stirred at room temperature overnight, filtered and the solvent removed from the filtrate under reduced pressure. The residue from the filtrate was triturated with hexane and the product methyl 1-{5-[2-(methoxycarbonylamino)-1-benzimidazolylcarbonylamino... The reactants are CC(=O)NC(CNC(=O)C1CCCN(C(=O)CCC2CCN(C(=O)OCc3ccccc3)CC2)C1)C(=O)O, C1CCOC1. Product: CC(=O)NC(CNC(=O)C1CCCN(C(=O)CCC2CCNCC2)C1)C(=O)O. As a reaction SMILES: [CH2:1]([O:2][C:3](=[O:4])[N:11]1[CH2:12][CH2:13][CH:14]([CH2:17][CH2:18][C:19](=[O:20])[N:21]2[CH2:22][CH:23]([C:27](=[O:28])[NH:29][CH2:30][CH:31]([C:32](=[O:33])[OH:34])[NH:35][C:36]([CH3:37])=[O:38])[CH2:24][CH2:25][CH2:26]2)[CH2:15][CH2:16]1)[c:5]1[cH:6][cH:7][cH:8][cH:9][cH:10]1.[O:39]1[CH2:40][CH2:41][CH2:42][CH2:43]1>>[NH:11]1[CH2:12][CH2:13][CH:14]([CH2:17][CH2:18][C:19](=[O:20])[N:21]2[CH2:22][CH:23]([C:27](=[O:28])[NH:29][CH2:30][CH:31]([C:32](=[O:33])[OH:34])[NH:35][C:36]([CH3:37])=[O:38])[CH2:24][CH2:25][CH2:26]2)[CH2:15][CH2:16]1.